From a dataset of the Open Reaction Database (ORD), a public repository of structured organic reaction records. describe an organic reaction: reactants, conditions, products, and yield Starting materials: resultant mixture, C(C=C)N(CC=C)CC1C(C=2C(=C3C=CC(NC3=C(C2)C)=O)O1)CF (2-Diallylaminomethyl-3-fluoromethyl-5-methyl-2,3,6,7-tetrahydrofuro-[2,3-f]quinoline-7-one), N12CCN(CC1)CC2 (1,4diazabicyclo[2,2,2]octane), O (water), HCl-. Reagents/catalysts: Wilkinson catalyst. Solvent: C(C)O (ethanol), C(Cl)(Cl)Cl (chloroform), CO (methanol). The product is NCC1C(C=2C(=C3C=CC(NC3=C(C2)C)=O)O1)CF (2-Aminomethyl-3-fluoromethyl-5-methyl-2,3,6,7-tetrahydrofuro-[2,3-f]quinoline-7-one). The yield is 56.8%. As a reaction SMILES: C([N:4]([CH2:8][CH:9]1[O:23][C:12]2=[C:13]3[C:18](=[C:19]([CH3:21])[CH:20]=[C:11]2[CH:10]1[CH2:24][F:25])[NH:17][C:16](=[O:22])[CH:15]=[CH:14]3)CC=C)C=C.N12CCN(CC1)CC2.O>C(O)C.C(Cl)(Cl)Cl.CO>[NH2:4][CH2:8][CH:9]1[O:23][C:12]2=[C:13]3[C:18](=[C:19]([CH3:21])[CH:20]=[C:11]2[CH:10]1[CH2:24][F:25])[NH:17][C:16](=[O:22])[CH:15]=[CH:14]3. Procedure: 2-Diallylaminomethyl-3-fluoromethyl-5-methyl-2,3,6,7-tetrahydrofuro-[2,3-f]quinoline-7-one (609.8 mg, 1.78 mmol) was dissolved in ethanol (50 ml). To the solution, Wilkinson catalyst (100.0 mg, 0.108 mmol), 1,4diazabicyclo[2,2,2]octane (100.0 mg, 0.891 mmol) and water (10 ml) were added, and the mixture was refluxed with heat for 90 minutes. The reaction mixture was condensed under reduced pressure, and the residue was purified by silica gel column chromatography (chloroform: saturated ammonia--...